From a dataset of the Open Reaction Database (ORD), a public repository of structured organic reaction records. describe an organic reaction: reactants, conditions, products, and yield Starting materials: N1C(=O)NC(=O)CC1 (5,6-dihydrouracil), C(C)(=O)OC(C)=O (acetic acid anhydride), S(O)(O)(=O)=O (sulfuric acid). The solvent is C(C)(=O)O (acetic acid). Product: C(C)(=O)N1C(=O)NC(=O)CC1 (1-acetyl-5,6-dihydrouracil). As a reaction SMILES: [NH:1]1[CH2:8][CH2:7][C:5](=[O:6])[NH:4][C:2]1=[O:3].[C:9](OC(=O)C)(=[O:11])[CH3:10].S(=O)(=O)(O)O>C(O)(=O)C>[C:9]([N:1]1[CH2:8][CH2:7][C:5](=[O:6])[NH:4][C:2]1=[O:3])(=[O:11])[CH3:10]. Reported procedure: 57 gm (0.5 mol) of 5,6-dihydrouracil and 817 gm (8 mols) of acetic acid anhydride were heated to boiling for ten hours after adding 2 ml of concentrated sulfuric acid thereto. The acetic acid produced was continuously distilled off by means of a fractionating column. After the acylation reaction had been completed, the surplus acetic acid anhydride was distilled off in vacuo (15 Torr) and the residue was recrystallized from isopropanol. The product obtained had a melting point of 191° to 193° C,... The reactants are [H-].[Na+] (sodium hydride), C(C=C)C=1C(=CC2=C(NC(OC2)=O)C1)OC (7-allyl-6-methoxy-1,4-dihydrobenz[d][1,3]oxazin-2-one), IC (iodomethane). Solvent: C(C)(=O)OCC (ethyl acetate), CN(C=O)C (N,N-dimethylformamide). Reaction conditions: time 20 minute. Product: C(C=C)C=1C(=CC2=C(N(C(OC2)=O)C)C1)OC (7-Allyl-6-methoxy-1-methyl-1,4-dihydrobenz[d][1,3]oxazin-2-one). Isolated yield 92.6%. Reaction SMILES: [CH2:1]([C:4]1[C:5]([O:15][CH3:16])=[CH:6][C:7]2[CH2:12][O:11][C:10](=[O:13])[NH:9][C:8]=2[CH:14]=1)[CH:2]=[CH2:3].[H-].[Na+].I[CH3:20]>CN(C)C=O.C(OCC)(=O)C>[CH2:1]([C:4]1[C:5]([O:15][CH3:16])=[CH:6][C:7]2[CH2:12][O:11][C:10](=[O:13])[N:9]([CH3:20])[C:8]=2[CH:14]=1)[CH:2]=[CH2:3] |f:1.2|. Procedure details: 210 mg of 7-allyl-6-methoxy-1,4-dihydrobenz[d][1,3]oxazin-2-one was dissolved in 6 ml of N,N-dimethylformamide. Thereafter, 46 mg of 60% sodium hydride was added to the reaction solution while cooling on ice. The obtained mixture was then stirred at room temperature for 20 minutes. Thereafter, while cooling on ice, 0.20 g of iodomethane was added to the reaction solution. The obtained mixture was then stirred at room temperature for 2 hours. Thereafter, the reaction solution was diluted with eth...